Dataset: the Open Reaction Database (ORD), a public repository of structured organic reaction records. Task: describe an organic reaction: reactants, conditions, products, and yield Reactants: O=C([O-])O, ClCCl, CC(=O)OC(C)=O, O=CO, NC1C(=O)N2C1SCC(O)C2C(=O)OC(c1ccccc1)c1ccccc1, [Na+]. Product: O=CNC1C(=O)N2C1SCC(O)C2C(=O)OC(c1ccccc1)c1ccccc1. RXN SMILES: [C:38](=[O:39])([OH:40])[O-:41].[CH2:43]([Cl:44])[Cl:45].[CH3:4][C:5]([O:6][C:7](=[O:8])[CH3:9])=[O:10].[CH:1](=[O:2])[OH:3].[NH2:11][CH:12]1[CH:13]2[N:14]([CH:15]([C:20](=[O:21])[O:22][CH:23]([c:24]3[cH:25][cH:26][cH:27][cH:28][cH:29]3)[c:30]3[cH:31][cH:32][cH:33][cH:34][cH:35]3)[CH:16]([OH:19])[CH2:17][S:18]2)[C:36]1=[O:37].[Na+:42]>>[CH:1](=[O:2])[NH:11][CH:12]1[CH:13]2[N:14]([CH:15]([C:20](=[O:21])[O:22][CH:23]([c:24]3[cH:25][cH:26][cH:27][cH:28][cH:29]3)[c:30]3[cH:31][cH:32][cH:33][cH:34][cH:35]3)[CH:16]([OH:19])[CH2:17][S:18]2)[C:36]1=[O:37]. The reactants are Cl.N[C@H]1COC2=C(N(C1=O)CC1=CC=C(C=C1)C(C)C)C=CC=C2 ((S)-3-amino-4-oxo-5-(p-isopropylbenzyl)-2,3,4,5-tetrahydro-1,5-benzoxazepine hydrochloride), C(C)OC([C@@H](CCC1CCCCC1)OS(=O)(=O)C1=CC=C(C=C1)[N+](=O)[O-])=O ((R)-alpha-[[(4-nitrophenyl)sulfonyl]oxy]-4-cyclohexylbutyric acid ethyl ester), CN1CCOCC1 (N-methylmorpholine), CN(C=O)C (dimethylformamide). Reported procedure: 1.5 g of (S)-3-amino-4-oxo-5-(p-isopropylbenzyl)-2,3,4,5-tetrahydro-1,5-benzoxazepine hydrochloride, 2.93 g of (R)-alpha-[[(4-nitrophenyl)sulfonyl]oxy]-4-cyclohexylbutyric acid ethyl ester (Helv. Chim. Acta 71 (2), 337, 1988), 1.85 ml of N-methylmorpholine and 2 ml of dimethylformamide are heated at 75° C. for 3 days. The reaction mixture is concentrated and separated by means of flash chromatography (230 g of silica gel, eluant hexane/ethyl acetate 4:1). The product is obtained in the form of a... RXN SMILES: Cl.[NH2:2][C@@H:3]1[C:9](=[O:10])[N:8]([CH2:11][C:12]2[CH:17]=[CH:16][C:15]([CH:18]([CH3:20])[CH3:19])=[CH:14][CH:13]=2)[C:7]2[CH:21]=[CH:22][CH:23]=[CH:24][C:6]=2[O:5][CH2:4]1.[CH2:25]([O:27][C:28](=[O:51])[C@H:29](OS(C1C=CC([N+]([O-])=O)=CC=1)(=O)=O)[CH2:30][CH2:31][CH:32]1[CH2:37][CH2:36][CH2:35][CH2:34][CH2:33]1)[CH3:26].CN1CCOCC1.CN(C)C=O>CCCCCC.C(OCC)(=O)C>[CH2:25]([O:27][C:28]([C@@H:29]([NH:2][C@@H:3]1[C:9](=[O:10])[N:8]([CH2:11][C:12]2[CH:17]=[CH:16][C:15]([CH:18]([CH3:20])[CH3:19])=[CH:14][CH:13]=2)[C:7]2[CH:21]=[CH:22][CH:23]=[CH:24][C:6]=2[O:5][CH2:4]1)[CH2:30][CH2:31][CH:32]1[CH2:33][CH2:34][CH2:35][CH2:36][CH2:37]1)=[O:51])[CH3:26] |f:0.1,5.6|. The product is C(C)OC(=O)[C@H](CCC1CCCCC1)N[C@H]1COC2=C(N(C1=O)CC1=CC=C(C=C1)C(C)C)C=CC=C2 (3-(S)-[(1-(S)Ethoxycarbonyl-3-cyclohexylpropyl)amino]-5-(p-isopropylbenzyl)-4-oxo-2,3,4,5-tetrahydro-1,5-benzoxazepine). Solvent: CCCCCC.C(C)(=O)OCC (hexane ethyl acetate). Reactants: NC1=C(C2=C(N(C(C(CC2)N(C)C)=O)CC)C=C1)OC (7-Amino-3-dimethylamino-1-ethyl-6-methoxy-1,3,4,5-tetrahydro-benzo[b]azepin-2-one), ClC1=NC=C(C(=N1)NC1=C(C=CC=C1)N1N=CC=C1)Cl ((2,5-Dichloro-pyrimidin-4-yl)-(2-pyrazol-1-yl-phenyl)-amine). Product: ClC=1C(=NC(=NC1)NC1=C(C2=C(N(C(C(CC2)N(C)C)=O)CC)C=C1)OC)NC1=C(C=CC=C1)N1N=CC=C1 (7-[5-Chloro-4-(2-pyrazol-1-yl-phenylamino)-pyrimidin-2-ylamino]-3-dimethylamino-1-ethyl-6-methoxy-1,3,4,5-tetrahydro-benzo[b]azepin-2-one). The yield is 9.3%. Reaction SMILES: [NH2:1][C:2]1[CH:18]=[CH:17][C:5]2[N:6]([CH2:15][CH3:16])[C:7](=[O:14])[CH:8]([N:11]([CH3:13])[CH3:12])[CH2:9][CH2:10][C:4]=2[C:3]=1[O:19][CH3:20].Cl[C:22]1[N:27]=[C:26]([NH:28][C:29]2[CH:34]=[CH:33][CH:32]=[CH:31][C:30]=2[N:35]2[CH:39]=[CH:38][CH:37]=[N:36]2)[C:25]([Cl:40])=[CH:24][N:23]=1>>[Cl:40][C:25]1[C:26]([NH:28][C:29]2[CH:34]=[CH:33][CH:32]=[CH:31][C:30]=2[N:35]2[CH:39]=[CH:38][CH:37]=[N:36]2)=[N:27][C:22]([NH:1][C:2]2[CH:18]=[CH:17][C:5]3[N:6]([CH2:15][CH3:16])[C:7](=[O:14])[CH:8]([N:11]([CH3:12])[CH3:13])[CH2:9][CH2:10][C:4]=3[C:3]=2[O:19][CH3:20])=[N:23][CH:24]=1. Procedure: Following a procedure analogous to Example 113, 7-Amino-3-dimethylamino-1-ethyl-6-methoxy-1,3,4,5-tetrahydro-benzo[b]azepin-2-one (78 mgs) and (2,5-Dichloro-pyrimidin-4-yl)-(2-pyrazol-1-yl-phenyl)-amine (78 mgs) were converted to the title compound as a white foam (13 mgs). 1H-NMR (CDCl3): 1029 (s, 1H), 8.52 (d, J=8.3 Hz, 1H), 8.31 (d, J=7.5 Hz, 1H), 8.10 (s, 1H), 7.88 (s, 1H), 7.83 (s, 1H), 7.44-7.41 (m, 3H), 7.28-7.26 (m, 1H), 6.93 (d, J=8.4 Hz, 1H), 6.54 (s, 1H), 4.33-4.25 (m, 1H), 3.81 (s, 3... The reactants are CC(=O)Cl, ClCCCl, Cl[Al](Cl)Cl, CCOC(=O)c1cc2ccccc2[nH]1. The product is CCOC(=O)c1cc2cccc(C(C)=O)c2[nH]1. RXN SMILES: [CH3:1][C:2]([Cl:3])=[O:4].[Cl:23][CH2:24][CH2:25][Cl:26].[Cl:5][Al:6]([Cl:7])[Cl:8].[nH:9]1[c:10]([C:18](=[O:19])[O:20][CH2:21][CH3:22])[cH:11][c:12]2[cH:13][cH:14][cH:15][cH:16][c:17]12>>[CH3:1][C:2](=[O:4])[c:16]1[cH:15][cH:14][cH:13][c:12]2[cH:11][c:10]([C:18](=[O:19])[O:20][CH2:21][CH3:22])[nH:9][c:17]21. The reactants are O=C([O-])[O-], CC(C)N=C=NC(C)C, CN(C)C=O, ClC(Cl)Cl, S=C=Nc1ncc(Cl)cc1Cl, Cl, Cl, [Cs+], [Cs+], NCC1(O)CN2CCC1C2, O. The product is Clc1cnc(NC2=NCC3(CN4CCC3C4)O2)c(Cl)c1. RXN SMILES: [C:24](=[O:25])([O-:26])[O-:27].[CH3:30][CH:31]([N:32]=[C:33]=[N:34][CH:35]([CH3:36])[CH3:37])[CH3:38].[CH3:39][N:40]([CH3:41])[CH:42]=[O:43].[CH:45]([Cl:46])([Cl:47])[Cl:48].[Cl:1][c:2]1[c:3]([N:9]=[C:10]=[S:11])[n:4][cH:5][c:6]([Cl:8])[cH:7]1.[ClH:12].[ClH:13].[Cs+:28].[Cs+:29].[NH2:14][CH2:15][C:16]1([OH:23])[CH2:17][N:18]2[CH2:19][CH2:20][CH:21]1[CH2:22]2.[OH2:44]>>[Cl:1][c:2]1[c:3]([NH:9][C:10]2=[N:14][CH2:15][C:16]3([CH2:17][N:18]4[CH2:19][CH2:20][CH:21]3[CH2:22]4)[O:23]2)[n:4][cH:5][c:6]([Cl:8])[cH:7]1.